This data is from the Open Reaction Database (ORD), a public repository of structured organic reaction records. The task is: describe an organic reaction: reactants, conditions, products, and yield Starting materials: FC(F)(F)c1cc(Cl)nc(-c2cccnc2)n1, COc1ccc2c(oc3ccccc32)c1N. Product: COc1ccc2c(oc3ccccc32)c1Nc1cc(C(F)(F)F)nc(-c2cccnc2)n1. As a reaction SMILES: [Cl:1][c:2]1[n:3][c:4](-[c:12]2[cH:13][n:14][cH:15][cH:16][cH:17]2)[n:5][c:6]([C:8]([F:9])([F:10])[F:11])[cH:7]1.[NH2:18][c:19]1[c:20]([O:32][CH3:33])[cH:21][cH:22][c:23]2[c:24]1[o:25][c:26]1[c:27]2[cH:28][cH:29][cH:30][cH:31]1>>[c:2]1([NH:18][c:19]2[c:20]([O:32][CH3:33])[cH:21][cH:22][c:23]3[c:24]2[o:25][c:26]2[c:27]3[cH:28][cH:29][cH:30][cH:31]2)[n:3][c:4](-[c:12]2[cH:13][n:14][cH:15][cH:16][cH:17]2)[n:5][c:6]([C:8]([F:9])([F:10])[F:11])[cH:7]1. The reactants are C1(CCC1)C(C#C)(C1=CC=CC=C1)O (1-cyclobutyl-1-hydroxy-1-phenyl-2-propyne), mercuric acetate, [OH-].[K+] (potassium hydroxide), C(C)(=O)N (acetamide). The solvent is O (water), C(C)(=O)O (acetic acid), C(C)(=O)OC(C)=O (acetic anhydride), C(Cl)Cl (methylene chloride). Run at time 8 hour. The product is C1(CCC1)C(C(C)=O)(C1=CC=CC=C1)O (1-cyclobutyl-1-hydroxy-1-phenyl-2-propanone). The yield is 78.5%. Reaction SMILES: [CH:1]1([C:5]([OH:14])([C:8]2[CH:13]=[CH:12][CH:11]=[CH:10][CH:9]=2)[C:6]#[CH:7])[CH2:4][CH2:3][CH2:2]1.C(N)(=[O:17])C.[OH-].[K+]>C(O)(=O)C.C(OC(=O)C)(=O)C.C(Cl)Cl.O>[CH:1]1([C:5]([OH:14])([C:8]2[CH:9]=[CH:10][CH:11]=[CH:12][CH:13]=2)[C:6](=[O:17])[CH3:7])[CH2:4][CH2:3][CH2:2]1 |f:2.3|. Procedure details: To a solution of 259.9 g (1.4 mole) of 1-cyclobutyl-1-hydroxy-1-phenyl-2-propyne in 1500 mL of acetic acid and 150 mL of acetic anhydride was added 445.2 g (1.4 mole) of mercuric acetate. The mixture was stirred overnight at room temperature. The solution was diluted with 1.5 L of methylene chloride and to it was added 1.5 L of celite and 115 g of acetamide. After being stirred for 24 hours, the mixture was filtered through a pad of celite. The solid residue was washed four times with 500 mL por... Starting materials: CC(C)(C)NS(=O)(=O)c1nccs1, [Li]CCCC, CCOCC, CCOC(C)=O, O=S(=O)(Cl)c1ccccc1. Product: CC(C)(C)NS(=O)(=O)c1ncc(Cl)s1. As a reaction SMILES: [C:1]([CH3:2])([CH3:3])([CH3:4])[NH:5][S:6](=[O:7])(=[O:8])[c:9]1[s:10][cH:11][cH:12][n:13]1.[CH2:14]([Li:15])[CH2:16][CH2:17][CH3:18].[CH2:29]([O:30][CH2:31][CH3:32])[CH3:33].[CH3:34][CH2:35][O:36][C:37]([CH3:38])=[O:39].[c:19]1([S:20](=[O:21])(=[O:22])[Cl:28])[cH:23][cH:24][cH:25][cH:26][cH:27]1>>[C:1]([CH3:2])([CH3:3])([CH3:4])[NH:5][S:6](=[O:7])(=[O:8])[c:9]1[s:10][c:11]([Cl:28])[cH:12][n:13]1. Reactants: Fc1ccc(Br)c(Br)c1, CN1CCC(O)c2ccoc2C1. Product: CN1CCC(Oc2ccc(Br)c(Br)c2)c2ccoc2C1. As a reaction SMILES: [Br:13][c:14]1[cH:15][c:16]([F:21])[cH:17][cH:18][c:19]1[Br:20].[CH3:1][N:2]1[CH2:3][c:4]2[c:5]([cH:10][cH:11][o:12]2)[CH:6]([OH:9])[CH2:7][CH2:8]1>>[CH3:1][N:2]1[CH2:3][c:4]2[c:5]([cH:10][cH:11][o:12]2)[CH:6]([O:9][c:16]2[cH:15][c:14]([Br:13])[c:19]([Br:20])[cH:18][cH:17]2)[CH2:7][CH2:8]1. Starting materials: C(C)OC(C#CC=1C=C2CC(NC2=CC1)=O)OCC (5-(3,3-diethoxyprop-1-ynyl)indolin-2-one), C1(=CC=CC=C1)NN (phenyl hydrazine), S(O)(O)(=O)=O (sulfuric acid), C(=O)(O)[O-].[Na+] (NaHCO3), S(O)(O)(=O)=O (sulfuric acid). The solvent is C(C)#N (acetonitrile), O (water), O (water). Conditions: time 3 hour. The product is C1(=CC=CC=C1)N1N=CC=C1C=1C=C2CC(NC2=CC1)=O (5-(1-phenyl-1H-pyrazol-5-yl)indolin-2-one). Isolated yield 42.1%. Reaction SMILES: C(O[CH:4](OCC)[C:5]#[C:6][C:7]1[CH:8]=[C:9]2[C:13](=[CH:14][CH:15]=1)[NH:12][C:11](=[O:16])[CH2:10]2)C.[C:20]1([NH:26][NH2:27])[CH:25]=[CH:24][CH:23]=[CH:22][CH:21]=1.S(=O)(=O)(O)O.C([O-])(O)=O.[Na+]>C(#N)C.O>[C:20]1([N:26]2[C:6]([C:7]3[CH:8]=[C:9]4[C:13](=[CH:14][CH:15]=3)[NH:12][C:11](=[O:16])[CH2:10]4)=[CH:5][CH:4]=[N:27]2)[CH:25]=[CH:24][CH:23]=[CH:22][CH:21]=1 |f:3.4|. Procedure details: To a solution of 5-(3,3-diethoxyprop-1-ynyl)indolin-2-one (100 mg, 0.39 mmol) in acetonitrile (5 ml) were added phenyl hydrazine (38 μL, 0.38 mmol) and sulfuric acid (52 μL, 0.98 mmol), and the mixture was stirred for 3 h at room temperature, then the mixture was stirred for 2 h at 50° C. The reaction mixture was poured into water (50 mL), and the resulting precipitate was filtered and dried. The precipitated was dissolved in acetonitrile (5 mL), then water (52 μL, 3.9 mmol) and sulfuric acid (9... The reactants are C(C)(=O)O (acetic acid), ClC(C)Cl (dichloroethane), NC=1C=C(C(=C(C1F)F)F)N1C=C(C(C2=CC(=C(N=C12)Cl)F)=O)C(=O)OCC (Ethyl 1-(3-amino-4,5,6-trifluorophenyl)-7-chloro-6-fluoro-1,4-dihydro-4-oxo-1,8-naphthyridine-3-carboxylate). Reagents/catalysts: [Pd] (palladium on carbon). Run in CO (methanol). Run at time 8 hour. Yields the product NC=1C=C(C(=C(C1F)F)F)N1C=C(C(C2=CC(=C(N=C12)Cl)F)=O)C(=O)O (1-(3-amino-4,5,6-trifluorophenyl)-7-chloro-6-fluoro-1,4-dihydro-4-oxo-1,8-naphthyridine-3-carboxylic acid). Isolated yield 28.6%. As a reaction SMILES: [NH2:1][C:2]1[CH:3]=[C:4]([N:11]2[C:20]3[C:15](=[CH:16][C:17]([F:22])=[C:18]([Cl:21])[N:19]=3)[C:14](=[O:23])[C:13]([C:24]([O:26]CC)=[O:25])=[CH:12]2)[C:5]([F:10])=[C:6]([F:9])[C:7]=1[F:8].C(O)(=O)C.ClC(Cl)C>CO.[Pd]>[NH2:1][C:2]1[CH:3]=[C:4]([N:11]2[C:20]3[C:15](=[CH:16][C:17]([F:22])=[C:18]([Cl:21])[N:19]=3)[C:14](=[O:23])[C:13]([C:24]([OH:26])=[O:25])=[CH:12]2)[C:5]([F:10])=[C:6]([F:9])[C:7]=1[F:8]. Procedure details: Ethyl 1-(3-amino-4,5,6-trifluorophenyl)-7-chloro-6-fluoro-1,4-dihydro-4-oxo-1,8-naphthyridine-3-carboxylate (600 mg) was dissolved in 30 ml of methanol, 10 ml of acetic acid, and 30 ml of dichloroethane, to which was added 100 mg of 10% palladium on carbon. Under a hydrogen atmosphere, the solution was stirred overnight at room temperature. The catalyst was removed by a membrane filter and the filtrate was concentrated in vacua. To the residue were added 4 ml of acetic acid and 1 ml of hydrochlo... Reactants: [Al+3], C1CCOC1, CCCCCCCOc1ccc(C(N)=O)cc1, [H-], [H-], [H-], [H-], [Li+]. Yields the product CCCCCCCOc1ccc(CN)cc1. Reaction SMILES: [Al+3:2].[CH2:24]1[O:25][CH2:26][CH2:27][CH2:28]1.[CH2:7]([CH2:8][CH2:9][CH2:10][CH2:11][CH2:12][CH3:13])[O:14][c:15]1[cH:16][cH:17][c:18]([C:19](=[O:20])[NH2:21])[cH:22][cH:23]1.[H-:1].[H-:4].[H-:5].[H-:6].[Li+:3]>>[CH2:7]([CH2:8][CH2:9][CH2:10][CH2:11][CH2:12][CH3:13])[O:14][c:15]1[cH:16][cH:17][c:18]([CH2:19][NH2:21])[cH:22][cH:23]1. Reactants: C(C1=CC=CC=C1)N1CC2C(C3=C(C2C1)SC(=C3Br)Br)O (2-Benzyl-5,6-dibromo-1,2,3,3a,7,7a-hexahydro-4-thia-2-aza-cyclopenta[α]pentalen-7-ol), InCl3, Cl[SiH](C1=CC=CC=C1)C1=CC=CC=C1 (chlorodiphenylsilane), C(=O)(O)[O-].[Na+] (NaHCO3). The solvent is ClC(C)Cl (dichloroethane), CCOC(=O)C (EtOAc). Conditions: temperature 60 celsius. The product is C(C1=CC=CC=C1)N1CC2CC3=C(C2C1)SC(=C3Br)Br (2-Benzyl-5,6-dibromo-1,2,3,3a,7,7a-hexahydro-4-thia-2-aza-cyclopenta[α]pentalene). As a reaction SMILES: [CH2:1]([N:8]1[CH2:15][CH:14]2[CH:10]([CH:11](O)[C:12]3[C:18]([Br:19])=[C:17]([Br:20])[S:16][C:13]=32)[CH2:9]1)[C:2]1[CH:7]=[CH:6][CH:5]=[CH:4][CH:3]=1.Cl[SiH](C1C=CC=CC=1)C1C=CC=CC=1.C([O-])(O)=O.[Na+]>ClC(Cl)C.CCOC(C)=O>[CH2:1]([N:8]1[CH2:15][CH:14]2[CH:10]([CH2:11][C:12]3[C:18]([Br:19])=[C:17]([Br:20])[S:16][C:13]=32)[CH2:9]1)[C:2]1[CH:7]=[CH:6][CH:5]=[CH:4][CH:3]=1 |f:2.3|. Procedure details: The product from step f) (300 mg, 0.69 mmol) in dichloroethane (2.6 ml) was treated with InCl3 (153 mg, 0.69 mmol) and chlorodiphenylsilane (457 mg, 2.08 mmol). The contents were heated to 60° C. for 16 hours. The reaction mixture was cooled to 22° C., poured into sat. NaHCO3 and diluted with EtOAc (75 ml); producing a white emulsion. The emulsion was passed through celite and the organic layer was separated, washed with brine (25 ml) and dried (MgSO4). The crude product was dissolved in 7:3 hex... Starting materials: CCOC(=O)c1cn(C2CC2)c2c(OC)c(F)c(F)cc2c1=O, CC(=O)O, O, O=S(=O)(O)O. Yields the product COc1c(F)c(F)cc2c(=O)c(C(=O)O)cn(C3CC3)c12. As a reaction SMILES: [CH2:1]([CH3:2])[O:3][C:4](=[O:5])[c:6]1[cH:7][n:8]([CH:21]2[CH2:22][CH2:23]2)[c:9]2[c:10]([O:19][CH3:20])[c:11]([F:18])[c:12]([F:17])[cH:13][c:14]2[c:15]1=[O:16].[CH3:30][C:31](=[O:32])[OH:33].[OH2:24].[S:25](=[O:26])(=[O:27])([OH:28])[OH:29]>>[O:3]=[C:4]([OH:5])[c:6]1[cH:7][n:8]([CH:21]2[CH2:22][CH2:23]2)[c:9]2[c:10]([O:19][CH3:20])[c:11]([F:18])[c:12]([F:17])[cH:13][c:14]2[c:15]1=[O:16]. Reactants: O1CCCC=C1 (dihydropyran), C1(=CC=C(C=C1)S(=O)(=O)[O-])C.[NH+]1=CC=CC=C1 (pyridinium p-toluenesulfonate), C1(=CC=C(C=C1)S(=O)(=O)OCCC1(CC1)O)C (1-(2-p-toluenesulphonyloxyethyl)cyclopropanol). Run in CCOCC (ether), ClCCl (dichloromethane). Run at time 5 hour. Yields the product C1(=CC=C(C=C1)S(=O)(=O)OCCC1(CC1)OC1OCCCC1)C (2-[1-(2-p-Toluenesulphonyloxyethyl)cyclopropyloxy]tetrahydro-4H-pyran). Reaction SMILES: [C:1]1([CH3:17])[CH:6]=[CH:5][C:4]([S:7]([O:10][CH2:11][CH2:12][C:13]2([OH:16])[CH2:15][CH2:14]2)(=[O:9])=[O:8])=[CH:3][CH:2]=1.[O:18]1[CH:23]=[CH:22][CH2:21][CH2:20][CH2:19]1.C1(C)C=CC(S([O-])(=O)=O)=CC=1.[NH+]1C=CC=CC=1>ClCCl.CCOCC>[C:1]1([CH3:17])[CH:2]=[CH:3][C:4]([S:7]([O:10][CH2:11][CH2:12][C:13]2([O:16][CH:19]3[CH2:20][CH2:21][CH2:22][CH2:23][O:18]3)[CH2:14][CH2:15]2)(=[O:9])=[O:8])=[CH:5][CH:6]=1 |f:2.3|. Reported procedure: To a solution of 1-(2-p-toluenesulphonyloxyethyl)cyclopropanol (an intermediate in Preparation 2) (1.30 g) in dichloromethane (15 ml) at room temperature was added dihydropyran (0.88 g, 95%) and pyridinium p-toluenesulfonate (0.1 g). After 5 hours, the reaction solution was diluted with ether (70 ml) and extracted consecutively with water, 5% sodium hydrogen carbonate solution, and brine. After drying and removal of the solvent in vacuo, the product was purified by chromatography (50 g silica ge...